From a dataset of the Open Reaction Database (ORD), a public repository of structured organic reaction records. describe an organic reaction: reactants, conditions, products, and yield The reactants are CC(C(N)C(=O)O)C(=O)O (3-methyl-D,L-aspartic acid), ClC(=O)OCC1=CC=CC=C1 (benzyl chloroformate), [OH-].[Na+] (NaOH). Run in O (water). Product: C(C1=CC=CC=C1)OC(=O)NC(C(C(=O)O)C)C(=O)O (N-benzyloxycarbonyl-3-methyl-D,L-aspartic acid). Yield: 100.8%. RXN SMILES: [CH3:1][CH:2]([C:8]([OH:10])=[O:9])[CH:3]([C:5]([OH:7])=[O:6])[NH2:4].Cl[C:12]([O:14][CH2:15][C:16]1[CH:21]=[CH:20][CH:19]=[CH:18][CH:17]=1)=[O:13].[OH-].[Na+]>O>[CH2:15]([O:14][C:12]([NH:4][CH:3]([C:5]([OH:7])=[O:6])[CH:2]([CH3:1])[C:8]([OH:10])=[O:9])=[O:13])[C:16]1[CH:21]=[CH:20][CH:19]=[CH:18][CH:17]=1 |f:2.3|. Procedure: Using a similar method to above 3-methyl-D,L-aspartic acid (10.0 g, 67 mmol), benzyl chloroformate (12 ml, 100 mmol) in 50% NaOH (16.7 g, 208 mmol) in water (125 ml) yielded N-benzyloxycarbonyl-3-methyl-D,L-aspartic acid 19.0 g as a low melting solid. 1H NMR (90 MHz, CDCl3 /d6DMSO): δ 1.1 (3,d), 2.9 (1,dt), 4.4 (1,m), 4.95 (2,s) 5.9 (1,bd) 7.2 (5,6) 7.9 (1,bs). The reactants are C=O (Formaldehyde), FC(C(=O)O)(F)F.N1(CCNCC1)C1=CC=C(C=N1)C=1SC2=C(N1)C=CC(=C2)C(=O)OCC (ethyl 2-(6-piperazin-1-ylpyridin-3-yl)-1,3-benzothiazole-6-carboxylate trifluoroacetate), C(#N)[BH3-].[Na+] (Sodium cyanoborohydride). Run in CO (methanol). Run at time 1 hour. Yields the product CN1CCN(CC1)C1=CC=C(C=N1)C=1SC2=C(N1)C=CC(=C2)C(=O)OCC (Ethyl 2-[6-(4-Methylpiperazin-1-yl)pyridin-3-yl]-1,3-benzothiazole-6-carboxylate). RXN SMILES: C=O.F[C:4](F)(F)C(O)=O.[N:10]1([C:16]2[N:21]=[CH:20][C:19]([C:22]3[S:23][C:24]4[CH:30]=[C:29]([C:31]([O:33][CH2:34][CH3:35])=[O:32])[CH:28]=[CH:27][C:25]=4[N:26]=3)=[CH:18][CH:17]=2)[CH2:15][CH2:14][NH:13][CH2:12][CH2:11]1.C([BH3-])#N.[Na+]>CO>[CH3:4][N:13]1[CH2:12][CH2:11][N:10]([C:16]2[N:21]=[CH:20][C:19]([C:22]3[S:23][C:24]4[CH:30]=[C:29]([C:31]([O:33][CH2:34][CH3:35])=[O:32])[CH:28]=[CH:27][C:25]=4[N:26]=3)=[CH:18][CH:17]=2)[CH2:15][CH2:14]1 |f:1.2,3.4|. Reported procedure: Formaldehyde (37% aq., 0.212 mL, 2.61 mmol) was added to a suspension of ethyl 2-(6-piperazin-1-ylpyridin-3-yl)-1,3-benzothiazole-6-carboxylate trifluoroacetate (0.315 g, 0.65 mmol) in methanol (10 mL). Sodium cyanoborohydride (74 mg, 1.17 mmol) was added and the resulting mixture was stirred at r.t. for 1 h. The r.m. was then kept at −10° C. o.n. The formed solid was collected, washed with cold methanol and dried to give the title compound. The mother liquor was evaporated in vacuo and the resi... Starting materials: CC(=O)O[BH-](OC(C)=O)OC(C)=O, COc1ccc(C#Cc2ccc(CNc3ccc4c(c3)C(=O)OC(C)(C)O4)cc2)cc1, CC(=O)O, CCCCCC=O, [Na+], [Na+], O=C([O-])O. The product is CCCCCCN(Cc1ccc(C#Cc2ccc(OC)cc2)cc1)c1ccc2c(c1)C(=O)OC(C)(C)O2. RXN SMILES: [C:39]([O:40][BH-:41]([O:42][C:43](=[O:44])[CH3:45])[O:46][C:47](=[O:48])[CH3:49])(=[O:50])[CH3:51].[CH3:1][O:2][c:3]1[cH:4][cH:5][c:6]([C:9]#[C:10][c:11]2[cH:12][cH:13][c:14]([CH2:15][NH:16][c:17]3[cH:18][c:19]4[c:20]([cH:28][cH:29]3)[O:21][C:22]([CH3:26])([CH3:27])[O:23][C:24]4=[O:25])[cH:30][cH:31]2)[cH:7][cH:8]1.[CH3:58][C:59](=[O:60])[OH:61].[CH:32]([CH2:33][CH2:34][CH2:35][CH2:36][CH3:37])=[O:38].[Na+:52].[Na+:57].[O-:53][C:54]([OH:55])=[O:56]>>[CH3:1][O:2][c:3]1[cH:4][cH:5][c:6]([C:9]#[C:10][c:11]2[cH:12][cH:13][c:14]([CH2:15][N:16]([c:17]3[cH:18][c:19]4[c:20]([cH:28][cH:29]3)[O:21][C:22]([CH3:26])([CH3:27])[O:23][C:24]4=[O:25])[CH2:32][CH2:33][CH2:34][CH2:35][CH2:36][CH3:37])[cH:30][cH:31]2)[cH:7][cH:8]1. The reactants are C(C1=CC=CC=C1)OC(NCCNC=1C=NC=CC1C1=C(C=CC=C1)Cl)=O ({2-[4-(2-chloro-phenyl)-pyridin-3-ylamino]ethyl}-carbamic acid benzyl ester), FC(C=1C=C(C(=O)Cl)C=C(C1)C(F)(F)F)(F)F (3,5-bis(trifluoromethyl)benzoyl chloride). Run in CCCCCCC.CCOC(=O)C (n-heptane EtOAc). Yields the product C(C1=CC=CC=C1)OC(NCCN(C=1C=NC=CC1C1=C(C=CC=C1)Cl)C(C1=CC(=CC(=C1)C(F)(F)F)C(F)(F)F)=O)=O ((2-{(3,5-Bis-trifluoromethyl-benzoyl)-[4-(2-chloro-phenyl)-pyridin-3-yl]-amino}-ethyl)-carbamic acid benzyl ester). Reaction SMILES: [CH2:1]([O:8][C:9](=[O:27])[NH:10][CH2:11][CH2:12][NH:13][C:14]1[CH:15]=[N:16][CH:17]=[CH:18][C:19]=1[C:20]1[CH:25]=[CH:24][CH:23]=[CH:22][C:21]=1[Cl:26])[C:2]1[CH:7]=[CH:6][CH:5]=[CH:4][CH:3]=1.[F:28][C:29]([F:44])([F:43])[C:30]1[CH:31]=[C:32]([CH:36]=[C:37]([C:39]([F:42])([F:41])[F:40])[CH:38]=1)[C:33](Cl)=[O:34]>CCCCCCC.CCOC(C)=O>[CH2:1]([O:8][C:9](=[O:27])[NH:10][CH2:11][CH2:12][N:13]([C:33](=[O:34])[C:32]1[CH:36]=[C:37]([C:39]([F:40])([F:41])[F:42])[CH:38]=[C:30]([C:29]([F:28])([F:43])[F:44])[CH:31]=1)[C:14]1[CH:15]=[N:16][CH:17]=[CH:18][C:19]=1[C:20]1[CH:25]=[CH:24][CH:23]=[CH:22][C:21]=1[Cl:26])[C:2]1[CH:7]=[CH:6][CH:5]=[CH:4][CH:3]=1 |f:2.3|. Procedure: The title compound was prepared in analogy to example 72, intermediate, from {2-[4-(2-chloro-phenyl)-pyridin-3-ylamino]ethyl}-carbamic acid benzyl ester and 3,5-bis(trifluoromethyl)benzoyl chloride (CAS RN 1271-19-8) and using a gradient of n-heptane:EtOAc (100:0 to 0:100) for the chromatographic purification. Light brown solid (36%). MS (ESI): m/z=622.13 [M+H]+.